Dataset: the Open Reaction Database (ORD), a public repository of structured organic reaction records. Task: describe an organic reaction: reactants, conditions, products, and yield Reactants: OC1=C(C=CC=C1OC1=CC(=CC=C1)Cl)CC(=O)O (2-[2-hydroxy-3-(3-chlorophenoxy)phenyl]acetic acid). Run in C(C)(=O)OC(C)=O (acetic anhydride). Product: ClC=1C=C(OC2=CC=CC=3CC(OC32)=O)C=CC1 (7-(3-chlorophenoxy)-2,3-dihydrobenzofuran-2-one). Isolated yield 88.2%. RXN SMILES: O[C:2]1[C:7]([O:8][C:9]2[CH:14]=[CH:13][CH:12]=[C:11]([Cl:15])[CH:10]=2)=[CH:6][CH:5]=[CH:4][C:3]=1[CH2:16][C:17]([OH:19])=[O:18]>C(OC(=O)C)(=O)C>[Cl:15][C:11]1[CH:10]=[C:9]([CH:14]=[CH:13][CH:12]=1)[O:8][C:7]1[C:2]2[O:19][C:17](=[O:18])[CH2:16][C:3]=2[CH:4]=[CH:5][CH:6]=1. Reported procedure: A solution of 2-[2-hydroxy-3-(3-chlorophenoxy)phenyl]acetic acid (2 g) in acetic anhydride (10 ml) was treated in a similar manner to that of Example 6-(7) to give 7-(3-chlorophenoxy)-2,3-dihydrobenzofuran-2-one (1.65 g). mp 105°-106° C. Starting materials: C([O-])([O-])=O.[Na+].[Na+] (sodium carbonate), C(C)(=O)OC(C)=O (acetic anhydride), OC=1C=C(C=CC1)[C@@]12CCN(C[C@H]2CCC(C1)=O)C (Octahydro-4a-(3-hydroxyphenyl)-2-methyl-cis-6(2H)-isoquinolinone), N1=CC=CC=C1 (pyridine). Solvent: O (water), C(Cl)Cl (methylene chloride), C1(=CC=CC=C1)C (toluene). Conditions: time 2 hour. The product is C(C)(=O)OC=1C=C(C=CC1)[C@@]12CCN(C[C@H]2CCC(C1)=O)C (4a-(3-acetoxyphenyl)-octahydro-2-methyl-cis6(2H)-isoquinolinone). RXN SMILES: [C:1]([O:4][C:5](=[O:7])[CH3:6])(=O)[CH3:2].O[C:9]1[CH:10]=[C:11]([C@@:15]23[CH2:24][C:23](=[O:25])[CH2:22][CH2:21][C@@H:20]2[CH2:19][N:18]([CH3:26])[CH2:17][CH2:16]3)[CH:12]=CC=1.N1C=CC=CC=1.C(=O)([O-])[O-].[Na+].[Na+]>C(Cl)Cl.O.C1(C)C=CC=CC=1>[C:5]([O:4][C:1]1[CH:12]=[C:11]([C@@:15]23[CH2:24][C:23](=[O:25])[CH2:22][CH2:21][C@@H:20]2[CH2:19][N:18]([CH3:26])[CH2:17][CH2:16]3)[CH:10]=[CH:9][CH:2]=1)(=[O:7])[CH3:6] |f:3.4.5|. Reported procedure: 3.77 ml (40 mmol) of acetic anhydride are added dropwise to a stirred mixture of 5.19 g (20 mmol) of octahydro-4a-(3-hydroxyphenyl)-2-methyl-cis-6(2H)-isoquinoline (see Example 3), 3.22 ml (40 mmol) of pyridine and 20 ml of toluene at 5°. The mixture is then kept at 22° for 2 hours. 20 ml of water is added to the mixture at 5°, and the mixture is stirred for 30 minutes at 22°. 40 ml of methylene chloride are added. Whilst being stirred, the aqueous phase of the resultant twophase mixture is adju... Reactants: ClC=1C=C(C=C(C1)N1CCN(CC1)C)C(C)=O (1-[3-chloro-5-(4-methyl-piperazin-1-yl)-phenyl]-ethanone), [OH-].[K+] (KOH), C(C)(C)(C)OC(\C=C\C1=CC=C(C=C1)C=O)=O ((E)-3-(4-formyl-phenyl)-acrylic acid tert-butyl ester). The solvent is CCO (EtOH), O (H2O). Run at temperature -20 celsius, time 1 hour. Yields the product ClC=1C=C(C=C(C1)N1CCN(CC1)C)C(/C=C/C1=CC=C(C=C1)/C=C/C(=O)O)=O ((E)-3-(4-{(E)-3-[3-chloro-5-(4-methyl-piperazin-1-yl)-phenyl]-3-oxo-propenyl}-phenyl)-acrylic acid). Isolated yield 8.2%. Reaction SMILES: [Cl:1][C:2]1[CH:3]=[C:4]([C:15](=[O:17])[CH3:16])[CH:5]=[C:6]([N:8]2[CH2:13][CH2:12][N:11]([CH3:14])[CH2:10][CH2:9]2)[CH:7]=1.[OH-].[K+].C([O:24][C:25](=[O:36])/[CH:26]=[CH:27]/[C:28]1[CH:33]=[CH:32][C:31]([CH:34]=O)=[CH:30][CH:29]=1)(C)(C)C>CCO.O>[Cl:1][C:2]1[CH:3]=[C:4]([C:15](=[O:17])/[CH:16]=[CH:34]/[C:31]2[CH:30]=[CH:29][C:28](/[CH:27]=[CH:26]/[C:25]([OH:36])=[O:24])=[CH:33][CH:32]=2)[CH:5]=[C:6]([N:8]2[CH2:9][CH2:10][N:11]([CH3:14])[CH2:12][CH2:13]2)[CH:7]=1 |f:1.2|. Procedure: A mixture of 1-[3-chloro-5-(4-methyl-piperazin-1-yl)-phenyl]-ethanone (prepared as described in Preparation 4, 300 mg, 1.19 mmol), KOH (133 mg, 2.38 mmol) and (E)-3-(4-formyl-phenyl)-acrylic acid tert-butyl ester (276 mg, 1.19 mmol) in EtOH (10 ml) and H2O (2 ml) was stirred at −20° C. for 1 h and then at room temperature for 12 h. The resulting mixture was partitioned between water and AcOEt and the organic phase was dried over Na2SO4 and evaporated in vacuo. The crude reaction mixture was puri... RXN SMILES: [CH3:21][N:22]([CH3:23])[CH:24]=[O:25].[Cl:1][CH2:2][C:3](=[O:4])[NH:5][c:6]1[c:7]([Cl:14])[cH:8][c:9]([CH3:13])[cH:10][c:11]1[CH3:12].[I-:16].[K+:15].[N-:18]=[N+:19]=[N-:20].[Na+:17].[OH2:26]>>[CH2:2]([C:3](=[O:4])[NH:5][c:6]1[c:7]([Cl:14])[cH:8][c:9]([CH3:13])[cH:10][c:11]1[CH3:12])[N:18]=[N+:19]=[N-:20]. Yields the product Cc1cc(C)c(NC(=O)CN=[N+]=[N-])c(Cl)c1. Reactants: CN(C)C=O, Cc1cc(C)c(NC(=O)CCl)c(Cl)c1, [I-], [K+], [N-]=[N+]=[N-], [Na+], O. The reactants are C(C(=O)O)(=O)O (oxalic acid), O1[C@@H](C1)COC1=C2C=CNC2=CC=C1 ((S)-(+)-4-(oxiranylmethoxy)-1H-indole), O=C1CCC2=CC=CC=C2C12CCNCC2 (3,4-dihydro-2-oxospiro[naphthalene-1(2H),4′-piperidine]), CO (methanol). Run in C(C)(=O)OCC (ethyl acetate), C(C)(=O)OCC (ethyl acetate). The product is C(C(=O)O)(=O)O.N1C=CC2=C(C=CC=C12)OC[C@H](CN1CCC2(CC1)C(CCC1=CC=CC=C12)=O)O ((2S)-(−)-1-(4-indolyloxy)-3-(3,4-dihydro-2-oxospiro[naphthalene-1(2H),4′-piperidin]-1′-yl)-2-propanol ethanedioate). As a reaction SMILES: [O:1]1[CH2:3][C@H:2]1[CH2:4][O:5][C:6]1[CH:14]=[CH:13][CH:12]=[C:11]2[C:7]=1[CH:8]=[CH:9][NH:10]2.[O:15]=[C:16]1[C:25]2([CH2:30][CH2:29][NH:28][CH2:27][CH2:26]2)[C:24]2[C:19](=[CH:20][CH:21]=[CH:22][CH:23]=2)[CH2:18][CH2:17]1.[C:31]([OH:36])(=[O:35])[C:32]([OH:34])=[O:33].CO>C(OCC)(=O)C>[C:31]([OH:36])(=[O:35])[C:32]([OH:34])=[O:33].[NH:10]1[C:11]2[C:7](=[C:6]([O:5][CH2:4][C@@H:2]([OH:1])[CH2:3][N:28]3[CH2:27][CH2:26][C:25]4([C:24]5[C:19](=[CH:20][CH:21]=[CH:22][CH:23]=5)[CH2:18][CH2:17][C:16]4=[O:15])[CH2:30][CH2:29]3)[CH:14]=[CH:13][CH:12]=2)[CH:8]=[CH:9]1 |f:5.6|. Procedure: The title compound was prepared in similar fashion from (S)-(+)-4-(oxiranylmethoxy)-1H-indole and 3,4-dihydro-2-oxospiro[naphthalene-1(2H),4′-piperidine]. The resulting free base was dissolved in ethyl acetate, and precipitated with one equivalent of oxalic acid in ethyl acetate in 68% overall yield. FDMS m/e=404 (M+ of free base). α[D]589=−15.81 (c=0.51, methanol)